From a dataset of the Open Reaction Database (ORD), a public repository of structured organic reaction records. describe an organic reaction: reactants, conditions, products, and yield Starting materials: C(C1=CC=CC=C1)N1CCOC2=C1C=C(C=C2)CC=2C=C(C=CC2Br)C2(O[C@@H]([C@H]([C@@H]([C@H]2OCC2=CC=CC=C2)OCC2=CC=CC=C2)OCC2=CC=CC=C2)COCC2=CC=CC=C2)O ((3R,4S,5R,6R)-2-[3-(4-benzyl-3,4-dihydro-2H-benzo[1,4]oxazin-6-ylmethyl)-4-bromo-phenyl]-3,4,5-tris-benzyloxy-6-benzyloxymethyl-tetrahydro-pyran-2-ol), C(C)[SiH](CC)CC (triethylsilane), B(F)(F)F (boron trifluoride), complex. Run in C(C)#N.ClCCl (acetonitrile dichloromethane). Conditions: temperature 0 celsius, time 2 hour. Product: C(C1=CC=CC=C1)N1CCOC2=C1C=C(C=C2)CC2=C(C=CC(=C2)[C@@H]2O[C@@H]([C@H]([C@@H]([C@H]2OCC2=CC=CC=C2)OCC2=CC=CC=C2)OCC2=CC=CC=C2)COCC2=CC=CC=C2)Br (4-benzyl-6-[2-bromo-5-((2S,3S,4R,5R,6R)-3,4,5-tris-benzyloxy-6-benzyloxymethyl-tetrahydro-pyran-2-yl)-benzyl]-3,4-dihydro-2H-benzo[1,4]oxazine). Yield: 69.7%. As a reaction SMILES: [CH2:1]([N:8]1[C:13]2[CH:14]=[C:15]([CH2:18][C:19]3[CH:20]=[C:21]([C:26]4(O)[C@H:31]([O:32][CH2:33][C:34]5[CH:39]=[CH:38][CH:37]=[CH:36][CH:35]=5)[C@@H:30]([O:40][CH2:41][C:42]5[CH:47]=[CH:46][CH:45]=[CH:44][CH:43]=5)[C@H:29]([O:48][CH2:49][C:50]5[CH:55]=[CH:54][CH:53]=[CH:52][CH:51]=5)[C@@H:28]([CH2:56][O:57][CH2:58][C:59]5[CH:64]=[CH:63][CH:62]=[CH:61][CH:60]=5)[O:27]4)[CH:22]=[CH:23][C:24]=3[Br:25])[CH:16]=[CH:17][C:12]=2[O:11][CH2:10][CH2:9]1)[C:2]1[CH:7]=[CH:6][CH:5]=[CH:4][CH:3]=1.C([SiH](CC)CC)C.B(F)(F)F>C(#N)C.ClCCl>[CH2:1]([N:8]1[C:13]2[CH:14]=[C:15]([CH2:18][C:19]3[CH:20]=[C:21]([C@H:26]4[C@H:31]([O:32][CH2:33][C:34]5[CH:39]=[CH:38][CH:37]=[CH:36][CH:35]=5)[C@@H:30]([O:40][CH2:41][C:42]5[CH:43]=[CH:44][CH:45]=[CH:46][CH:47]=5)[C@H:29]([O:48][CH2:49][C:50]5[CH:51]=[CH:52][CH:53]=[CH:54][CH:55]=5)[C@@H:28]([CH2:56][O:57][CH2:58][C:59]5[CH:60]=[CH:61][CH:62]=[CH:63][CH:64]=5)[O:27]4)[CH:22]=[CH:23][C:24]=3[Br:25])[CH:16]=[CH:17][C:12]=2[O:11][CH2:10][CH2:9]1)[C:2]1[CH:7]=[CH:6][CH:5]=[CH:4][CH:3]=1 |f:3.4|. Reported procedure: To a stirred solution of (3R,4S,5R,6R)-2-[3-(4-benzyl-3,4-dihydro-2H-benzo[1,4]oxazin-6-ylmethyl)-4-bromo-phenyl]-3,4,5-tris-benzyloxy-6-benzyloxymethyl-tetrahydro-pyran-2-ol (1.60 g, 1.72 mmol) in acetonitrile-dichloromethane mixture (3:1 mixture, 7 mL) was added triethylsilane (0.82 mL, 5.15 mmol) followed by boron trifluoride diethyletharate complex (0.42 mL, 3.43 mmol) at −30° C. After stirring for 2 h at 0° C., the reaction was quenched with aq. sodium bicarbonate (4 mL). The volatiles were... As a reaction SMILES: [ClH:62].[Na+:56].[O:57]1[CH2:58][CH2:59][CH2:60][CH2:61]1.[OH-:55].[c:1]1([C:7]([CH3:8])=[C:9]2[C:10](=[O:54])[N:11]([CH2:17][c:18]3[cH:19][cH:20][c:21](-[c:24]4[c:25](-[c:30]5[n:31][n:32][n:33][n:34]5[C:35]([c:36]5[cH:37][cH:38][cH:39][cH:40][cH:41]5)([c:42]5[cH:43][cH:44][cH:45][cH:46][cH:47]5)[c:48]5[cH:49][cH:50][cH:51][cH:52][cH:53]5)[cH:26][cH:27][cH:28][cH:29]4)[cH:22][cH:23]3)[C:12]([CH2:14][CH2:15][CH3:16])=[N:13]2)[cH:2][cH:3][cH:4][cH:5][cH:6]1>>[c:1]1([C:7]([CH3:8])=[C:9]2[C:10](=[O:54])[N:11]([CH2:17][c:18]3[cH:19][cH:20][c:21](-[c:24]4[c:25](-[c:30]5[n:31][n:32][n:33][nH:34]5)[cH:26][cH:27][cH:28][cH:29]4)[cH:22][cH:23]3)[C:12]([CH2:14][CH2:15][CH3:16])=[N:13]2)[cH:2][cH:3][cH:4][cH:5][cH:6]1. Yields the product CCCC1=NC(=C(C)c2ccccc2)C(=O)N1Cc1ccc(-c2ccccc2-c2nnn[nH]2)cc1. The reactants are Cl, [Na+], C1CCOC1, [OH-], CCCC1=NC(=C(C)c2ccccc2)C(=O)N1Cc1ccc(-c2ccccc2-c2nnnn2C(c2ccccc2)(c2ccccc2)c2ccccc2)cc1. The reactants are C(#N)C1=CC=C(C=C1)CC(=O)O ((4-cyano-phenyl)-acetic acid), S(=O)(Cl)Cl (thionyl chloride), NC1=C(C(=O)OC)C=C(C=C1)[N+](=O)[O-] (methyl 2-amino-5-nitro-benzoate). Solvent: C(Cl)Cl (methylene chloride). Yields the product C(#N)C1=CC=C(C=C1)CC(=O)NC1=C(C(=O)OC)C=C(C=C1)[N+](=O)[O-] (Methyl 2-[2-(4-cyano-phenyl)-acetylamino]-5-nitro-benzoate). RXN SMILES: [C:1]([C:3]1[CH:8]=[CH:7][C:6]([CH2:9][C:10]([OH:12])=O)=[CH:5][CH:4]=1)#[N:2].S(Cl)(Cl)=O.[NH2:17][C:18]1[CH:27]=[CH:26][C:25]([N+:28]([O-:30])=[O:29])=[CH:24][C:19]=1[C:20]([O:22][CH3:23])=[O:21]>C(Cl)Cl>[C:1]([C:3]1[CH:4]=[CH:5][C:6]([CH2:9][C:10]([NH:17][C:18]2[CH:27]=[CH:26][C:25]([N+:28]([O-:30])=[O:29])=[CH:24][C:19]=2[C:20]([O:22][CH3:23])=[O:21])=[O:12])=[CH:7][CH:8]=1)#[N:2]. Procedure: 4.8 g (3 mmol) of (4-cyano-phenyl)-acetic acid are suspended in 25 ml of methylene chloride and refluxed for 15 minutes after the addition of 5 ml thionyl chloride. The solvent is distilled off, the residue dissolved in 100 ml chlorobenzene and after the addition of 4.9 g (2.5 mmol) of methyl 2-amino-5-nitro-benzoate refluxed for 2 hours. Three-quarters of the volume of chlorobenzene is distilled off and the residue is combined with ether/petroleum ether. The crystalline product is suction filte... Starting materials: solution, C(C1=CC=CC=C1)(=O)N1CC(N(CC2=C1C=CC=C2)S(=O)(=O)C2=CC=C(C=C2)OCC=C=C)C(=O)O (1-Benzoyl-4-(4-buta-2,3-dienyloxy-benzenesulfonyl)-2,3,4,5-tetrahydro-1H-benzo[e][1,4]diazepine-3-carboxylic acid), NO (hydroxylamine), ON1N=NC2=C1C=CC=C2 (1-hydroxybenzotriazol), Cl.CN(CCCN=C=NCC)C (1-[3-(dimethylamino) propyl]-3-ethylcarbodiimide hydrochloride). Solvent: CN(C=O)C (dimethylformamide), O (water). The product is ONC(=O)C1N(CC2=C(N(C1)C(C1=CC=CC=C1)=O)C=CC=C2)S(=O)(=O)C2=CC=C(C=C2)OCC=C=C (1-Benzoyl-4-(4-buta-2,3-dienyloxy-benzenesulfonyl)-2,3,4,5-tetrahydro-1H-benzo[e][1,4]diazepine-3-carboxylic acid hydroxyamide). Yield: 40.1%. As a reaction SMILES: [C:1]([N:9]1[C:15]2[CH:16]=[CH:17][CH:18]=[CH:19][C:14]=2[CH2:13][N:12]([S:20]([C:23]2[CH:28]=[CH:27][C:26]([O:29][CH2:30][CH:31]=[C:32]=[CH2:33])=[CH:25][CH:24]=2)(=[O:22])=[O:21])[CH:11]([C:34]([OH:36])=O)[CH2:10]1)(=[O:8])[C:2]1[CH:7]=[CH:6][CH:5]=[CH:4][CH:3]=1.[OH:37][N:38]1C2C=CC=CC=2N=N1.Cl.CN(C)CCCN=C=NCC.NO>O.CN(C)C=O>[OH:37][NH:38][C:34]([CH:11]1[CH2:10][N:9]([C:1](=[O:8])[C:2]2[CH:3]=[CH:4][CH:5]=[CH:6][CH:7]=2)[C:15]2[CH:16]=[CH:17][CH:18]=[CH:19][C:14]=2[CH2:13][N:12]1[S:20]([C:23]1[CH:24]=[CH:25][C:26]([O:29][CH2:30][CH:31]=[C:32]=[CH2:33])=[CH:27][CH:28]=1)(=[O:22])=[O:21])=[O:36] |f:2.3|. Procedure: The procedure of Example 45 was followed using the product from Example 43 (230 mg, 0.456 mmol), 1-hydroxybenzotriazol (111 mg, 0.821 mmol), 1-[3-(dimethylamino) propyl]-3-ethylcarbodiimide hydrochloride (157 mg, 0.821 mmol), hydroxylamine in water 50% solution (0.251 ml, 4.1 mmol) in dimethylformamide (3 ml) to give 95 mg (40%) of the product. The reactants are C(=O)C=1C=C2C(=CN(C2=CC1)CCC)CC1=C(C=C(C(=O)OC)C=C1)OC (methyl 4-(5-formyl-1-propylindol-3-ylmethyl)-3-methoxybenzoate), C1(=CC=CC=C1)P(C1=CC=CC=C1)(C1=CC=CC=C1)=CC(=O)OC(C)(C)C (tert-butyl (triphenylphosphoranylidene)acetate). Yields the product C(C)(C)(C)OC(=O)/C=C/C=1C=C2C(=CN(C2=CC1)CCC)CC1=C(C=C(C(=O)OC)C=C1)OC (methyl E-4-[5-[2-(t-butoxycarbonyl)vinyl]-1-propylindol-3-ylmethyl]-3-methoxybenzoate). As a reaction SMILES: [CH:1]([C:3]1[CH:4]=[C:5]2[C:9](=[CH:10][CH:11]=1)[N:8]([CH2:12][CH2:13][CH3:14])[CH:7]=[C:6]2[CH2:15][C:16]1[CH:25]=[CH:24][C:19]([C:20]([O:22][CH3:23])=[O:21])=[CH:18][C:17]=1[O:26][CH3:27])=O.C1(P(=[CH:47][C:48]([O:50][C:51]([CH3:54])([CH3:53])[CH3:52])=[O:49])(C2C=CC=CC=2)C2C=CC=CC=2)C=CC=CC=1>>[C:51]([O:50][C:48](/[CH:47]=[CH:1]/[C:3]1[CH:4]=[C:5]2[C:9](=[CH:10][CH:11]=1)[N:8]([CH2:12][CH2:13][CH3:14])[CH:7]=[C:6]2[CH2:15][C:16]1[CH:25]=[CH:24][C:19]([C:20]([O:22][CH3:23])=[O:21])=[CH:18][C:17]=1[O:26][CH3:27])=[O:49])([CH3:54])([CH3:53])[CH3:52]. Procedure: Using a similar procedure to that described in Example 12, part c, except starting from methyl 4-(5-formyl-1-propylindol-3-ylmethyl)-3-methoxybenzoate, and using tert-butyl (triphenylphosphoranylidene)acetate, methyl E-4-[5-[2-(t-butoxycarbonyl)vinyl]-1-propylindol-3-ylmethyl]-3-methoxybenzoate was obtained (98%) as a viscous oil; partial NMR (250 MHz, DMSO-d6): 0.81(t, 3H, CH2CH3), 1.48(s, 9H, C(CH3), 1.75(m, 2H, CH2CH3, 3.82(s, 3H, OCH3), 3.91(s, 3H, OCH3), 6.38(d, J=15.8 Hz, 1H, CH=CH), 7.6(d... Reactants: CCCCP(CCCC)CCCC, C1CCOC1, CN(C)C(=O)N=NC(=O)N(C)C, O=C1NC(=O)c2ccccc21, CC(O)c1ccc2cccccc1-2. The product is CC(c1ccc2cccccc1-2)N1C(=O)c2ccccc2C1=O. RXN SMILES: [CH2:25]([P:26]([CH2:27][CH2:28][CH2:29][CH3:30])[CH2:31][CH2:32][CH2:33][CH3:34])[CH2:35][CH2:36][CH3:37].[CH2:50]1[O:51][CH2:52][CH2:53][CH2:54]1.[N:38]([C:39]([N:40]([CH3:41])[CH3:42])=[O:43])=[N:44][C:45]([N:46]([CH3:47])[CH3:48])=[O:49].[O:14]=[C:15]1[NH:16][C:17](=[O:18])[c:19]2[cH:20][cH:21][cH:22][cH:23][c:24]21.[c:1]1([CH:11]([CH3:12])[OH:13])[cH:2][cH:3][c:4]2[cH:5][cH:6][cH:7][cH:8][cH:9][c:10]1-2>>[c:1]1([CH:11]([CH3:12])[N:16]2[C:15](=[O:14])[c:24]3[c:19]([cH:20][cH:21][cH:22][cH:23]3)[C:17]2=[O:18])[cH:2][cH:3][c:4]2[cH:5][cH:6][cH:7][cH:8][cH:9][c:10]1-2. Starting materials: [Ag+2], O=C([O-])[O-], CC(=O)O, Cc1ccccc1, c1ccc(SC2CC2)cc1, Cc1ccc(O)cn1. The product is Cc1ccc(OC2(Sc3ccccc3)CC2)cn1. As a reaction SMILES: [Ag+2:34].[C:30](=[O:31])([O-:32])[O-:33].[CH3:19][C:20](=[O:21])[OH:22].[CH3:23][c:24]1[cH:25][cH:26][cH:27][cH:28][cH:29]1.[CH:1]1([S:4][c:5]2[cH:6][cH:7][cH:8][cH:9][cH:10]2)[CH2:2][CH2:3]1.[OH:11][c:12]1[cH:13][cH:14][c:15]([CH3:18])[n:16][cH:17]1>>[C:1]1([S:4][c:5]2[cH:6][cH:7][cH:8][cH:9][cH:10]2)([O:11][c:12]2[cH:13][cH:14][c:15]([CH3:18])[n:16][cH:17]2)[CH2:2][CH2:3]1. The reactants are ClC=1C=C(C=CC1Cl)C1=CC(=NN1C1=CC=C(C=C1)OC)CC(C(=O)O)C=1C=C(C=CC1)C (3-[5-(3,4-Dichloro-phenyl)-1-(4-methoxy-phenyl)-1H-pyrazol-3-yl]-2-m-tolyl-propionic acid), C(CCl)Cl (EDC), C=1C=CC2=C(C1)N=NN2O (HOBT), Cl.N[C@H]1[C@@H](CCCC1)O (trans-2-aminocyclohexanol hydrochloride), CCN(C(C)C)C(C)C (DIEA), COC1=CC=C(C=C1)N1N=C(C=C1C1=CC=C(C=C1)C)CC(C(=O)O)C=1C=C(C=CC1)C (3-[1-(4-methoxy-phenyl)-5-p-tolyl-1H-pyrazol-3-yl]-2-m-tolyl-propionic acid). The solvent is CN(C)C=O (DMF), CCOC(=O)C (EtOAc). Run at time 24 hour. The product is OC1C(CCCC1)NC(C(CC1=NN(C(=C1)C1=CC=C(C=C1)C)C1=CC=C(C=C1)OC)C=1C=C(C=CC1)C)=O (N-(2-hydroxy-cyclohexyl)-3-[1-(4-methoxy-phenyl)-5-p-tolyl-1H-pyrazol-3-yl]-2-m-tolyl-propionamide). The yield is 33.0%. Reaction SMILES: [CH3:1][O:2][C:3]1[CH:8]=[CH:7][C:6]([N:9]2[C:13]([C:14]3[CH:19]=[CH:18][C:17]([CH3:20])=[CH:16][CH:15]=3)=[CH:12][C:11]([CH2:21][CH:22]([C:26]3[CH:27]=[C:28](C)[CH:29]=[CH:30][CH:31]=3)[C:23](O)=[O:24])=[N:10]2)=[CH:5][CH:4]=1.Cl[C:34]1C=C(C2N(C3C=CC(OC)=CC=3)N=C(CC(C3C=C(C)C=CC=3)C(O)=O)C=2)C=CC=1Cl.C(Cl)CCl.C1C=CC2N(O)N=NC=2C=1.Cl.[NH2:81][C@@H:82]1[CH2:87][CH2:86][CH2:85][CH2:84][C@H:83]1[OH:88].CCN(C(C)C)C(C)C>CN(C=O)C.CCOC(C)=O>[OH:88][CH:83]1[CH2:84][CH2:85][CH2:86][CH2:87][CH:82]1[NH:81][C:23](=[O:24])[CH:22]([C:26]1[CH:27]=[C:28]([CH3:34])[CH:29]=[CH:30][CH:31]=1)[CH2:21][C:11]1[CH:12]=[C:13]([C:14]2[CH:15]=[CH:16][C:17]([CH3:20])=[CH:18][CH:19]=2)[N:9]([C:6]2[CH:5]=[CH:4][C:3]([O:2][CH3:1])=[CH:8][CH:7]=2)[N:10]=1 |f:4.5|. Procedure: To a solution of 3-[1-(4-methoxy-phenyl)-5-p-tolyl-1H-pyrazol-3-yl]-2-m-tolyl-propionic acid. (product of Method 2) (100 mg, 0.23 mmol), EDC (65 mg, 0.35 mmol), and HOBT (46 mg, 0.34 mmol) in DMF (4.0 mL) was added trans-2-aminocyclohexanol hydrochloride (52 mg, 0.34 mmol) and DIEA (0.20 mL, 1.2 mmol). The reaction mixture was stirred for 24 h, diluted with EtOAc, and washed with 1.0 N NaOH (2×25 mL), water (1×25 mL), 5% formic acid (2×25 mL), water (1×25 mL) and brine (1×25 mL). The organic lay...